From a dataset of the Open Reaction Database (ORD), a public repository of structured organic reaction records. describe an organic reaction: reactants, conditions, products, and yield The reactants are ClC=1C=C2C(=NC1)N(C=C2C2=NC=C(C(=N2)S(=O)C)F)S(=O)(=O)C2=CC=C(C=C2)C (5-chloro-3-(5-fluoro-4-methylsulfinyl-pyrimidin-2-yl)-1-(p-tolylsulfonyl)-pyrrolo[2,3-b]pyridine), NC1C(C(CCC1)C(=O)O)O (3-amino-2-hydroxy-cyclohexanecarboxylic acid), NC1C(C(CCC1)C(=O)O)O (3-amino-2-hydroxy-cyclohexanecarboxylic acid), CCN(C(C)C)C(C)C (iPr2NEt). Run in CN(C)C=O (DMF). Product: ClC=1C=C2C(=NC1)N(C=C2C2=NC=C(C(=N2)NC2C(C(CCC2)C(=O)O)O)F)S(=O)(=O)C2=CC=C(C=C2)C (3-[[2-[5-chloro-1-(p-tolylsulfonyl)pyrrolo[2,3-b]pyridin-3-yl]-5-fluoro-pyrimidin-4-yl]amino]-2-hydroxy-cyclohexanecarboxylic acid). RXN SMILES: [Cl:1][C:2]1[CH:3]=[C:4]2[C:10]([C:11]3[N:16]=[C:15](S(C)=O)[C:14]([F:20])=[CH:13][N:12]=3)=[CH:9][N:8]([S:21]([C:24]3[CH:29]=[CH:28][C:27]([CH3:30])=[CH:26][CH:25]=3)(=[O:23])=[O:22])[C:5]2=[N:6][CH:7]=1.[NH2:31][CH:32]1[CH2:37][CH2:36][CH2:35][CH:34]([C:38]([OH:40])=[O:39])[CH:33]1[OH:41].CCN(C(C)C)C(C)C>CN(C=O)C>[Cl:1][C:2]1[CH:3]=[C:4]2[C:10]([C:11]3[N:16]=[C:15]([NH:31][CH:32]4[CH2:37][CH2:36][CH2:35][CH:34]([C:38]([OH:40])=[O:39])[CH:33]4[OH:41])[C:14]([F:20])=[CH:13][N:12]=3)=[CH:9][N:8]([S:21]([C:24]3[CH:29]=[CH:28][C:27]([CH3:30])=[CH:26][CH:25]=3)(=[O:23])=[O:22])[C:5]2=[N:6][CH:7]=1. Procedure details: 5-chloro-3-(5-fluoro-4-methylsulfinyl-pyrimidin-2-yl)-1-(p-tolylsulfonyl)-pyrrolo[2,3-b]pyridine, 65a, (0.30 g, 0.64 mmol), 3-amino-2-hydroxy-cyclohexanecarboxylic acid (0.19 g, 0.97 mmol), iPr2NEt (0.45 mL, 2.58 mmol) in DMF (23.2 mL) solution was heated in microwave at 130° C. for 10 min. The solvent of the reaction mixture was removed under reduced pressure and the residue was purified by preparatory HPLC to give 240 mg of 3-[[2-[5-chloro-1-(p-tolylsulfonyl)pyrrolo[2,3-b]pyridin-3-yl]-5-fluor... Run in C(C)NCC (diethylamine). Yields the product CC=1N=CSC1C(=O)O (4-methyl-5-thiazolecarboxylic acid). As a reaction SMILES: ClC1C=CC([C:8]2[S:9][C:10]([C:14]([O:16]CC)=[O:15])=[C:11]([CH3:13])[N:12]=2)=CC=1[N+]([O-])=O>C(NCC)C>[CH3:13][C:11]1[N:12]=[CH:8][S:9][C:10]=1[C:14]([OH:16])=[O:15]. Yield: 56.0%. The reactants are ClC1=C(C=C(C=C1)C=1SC(=C(N1)C)C(=O)OCC)[N+](=O)[O-] (Ethyl 2-(4-chloro-3-nitrophenyl)-4-methyl-5-thiazolecarboxylate). Procedure: Ethyl 2-(4-chloro-3-nitrophenyl)-4-methyl-5-thiazolecarboxylate in diethylamine was heated in the same manner as that of Example 35 and hydrolyzed to give 2-(4-N,N-diethylamino)-3-nitrophenyl)-4-methyl-5-thiazolecarboxylic acid (yield: 56%). The reactants are C(C)OC(=O)CN(S(=O)(=O)C)C1=CC=C(C=C1)[N+](=O)[O-] (4-(N-ethoxycarbonylmethyl-N-methylsulphonyl-amino)-nitrobenzene), [OH-].[Na+] (sodium hydroxide), Cl (hydrochloric acid). The solvent is C(C)O (ethanol). Reaction conditions: time 1 hour. Yields the product C(=O)(O)CN(S(=O)(=O)C)C1=CC=C(C=C1)[N+](=O)[O-] (4-(N-carboxymethyl-N-methylsulphonyl-amino)-nitrobenzene). RXN SMILES: C([O:3][C:4]([CH2:6][N:7]([C:12]1[CH:17]=[CH:16][C:15]([N+:18]([O-:20])=[O:19])=[CH:14][CH:13]=1)[S:8]([CH3:11])(=[O:10])=[O:9])=[O:5])C.[OH-].[Na+].Cl>C(O)C>[C:4]([CH2:6][N:7]([C:12]1[CH:17]=[CH:16][C:15]([N+:18]([O-:20])=[O:19])=[CH:14][CH:13]=1)[S:8]([CH3:11])(=[O:9])=[O:10])([OH:5])=[O:3] |f:1.2|. Procedure details: 26.8 g (88.6 mmol) of 4-(N-ethoxycarbonylmethyl-N-methylsulphonyl-amino)-nitrobenzene are suspended in 320 ml of ethanol and combined with 268 ml of 1 N sodium hydroxide solution. The mixture is stirred for one hour at ambient temperature and then 268 ml of 1 N hydrochloric acid are added. The precipitate formed is suction filtered, washed with a little ethanol and ether, and dried in vacuo. The solvent is CCOCC (ether), CCOCC (ether). Product: OC1CC/C=C(/CC\C=C/C1=O)\C ((2Z, 6E)-10-hydroxy-6-methyl-2,6-cyclodecadien-1-one). Procedure: Periplanone-B analogue of (4E, 8R, 9R, 10R)-8,9-epoxy-5-methyl-10,10-methylene-oxy-4-cyclodecen-1-one, suitable as cockroach attractant can be prepared by reacting 6-methyl-2,6-cyclodecadien-1-one with a silylating reagent under the presence of a basic catalyst to form a silyldienol ether, reacting the resultant ether with an organic peracid to obtain (2Z, 6E)-10-hydroxy-6-methyl-2,6-cyclodecadien-1-one, reacting the resultant product with a peroxide under the presence of a basic catalyst after ... RXN SMILES: CC([CH:4]1[CH2:5][C:6]([C:8]2([CH:11]3O[CH:12]3[CH2:14][C:15]([CH:17]=[CH:18]1)=[CH2:16])[O:10]C2)=[O:7])C.CC1CCC=CC(=O)CCCC=1>CCOCC>[OH:10][CH:8]1[C:6](=[O:7])[CH:5]=[CH:4][CH2:18][CH2:17][C:15]([CH3:16])=[CH:14][CH2:12][CH2:11]1. Starting materials: peracid, CC(C)C\1CC(=O)C2(CO2)C3C(O3)CC(=C)/C=C1 (Periplanone-B), 4E, 8R, 9R, 10R, 8,9-epoxy-5-methyl-10,10-methylene-oxy-4-cyclodecen-1-one, CC=1CCC=CC(CCCC1)=O (6-methyl-2,6-cyclodecadien-1-one). The reactants are C(Cl)Cl (CH2Cl2), BrC1=C(C=O)C=CC(=C1)F (2-bromo-4-fluorobenzaldehyde), ClC1=C(C=CC=C1)B(O)O (2-chlorophenylboronic acid), C([O-])([O-])=O.[Na+].[Na+] (sodium carbonate). The reagents and catalysts are [Pd].C1(=CC=CC=C1)P(C1=CC=CC=C1)C1=CC=CC=C1.C1(=CC=CC=C1)P(C1=CC=CC=C1)C1=CC=CC=C1.C1(=CC=CC=C1)P(C1=CC=CC=C1)C1=CC=CC=C1.C1(=CC=CC=C1)P(C1=CC=CC=C1)C1=CC=CC=C1 (tetrakis(triphenylphosphine) palladium (0)). Solvent: O (water), COCCOC (ethylene glycol dimethyl ether). Reaction conditions: temperature 80 celsius, time 4 hour. Product: ClC1=C(C=CC=C1)C=1C=C(C=O)C=CC1F (3-(2-chlorophenyl)-4-fluorobenzaldehyde). The yield is 54.1%. Reaction SMILES: Br[C:2]1[CH:9]=[C:8]([F:10])[CH:7]=[CH:6][C:3]=1[CH:4]=[O:5].[Cl:11][C:12]1[CH:17]=[CH:16][CH:15]=[CH:14][C:13]=1B(O)O.C(=O)([O-])[O-].[Na+].[Na+].C(Cl)Cl>COCCOC.[Pd].C1(P(C2C=CC=CC=2)C2C=CC=CC=2)C=CC=CC=1.C1(P(C2C=CC=CC=2)C2C=CC=CC=2)C=CC=CC=1.C1(P(C2C=CC=CC=2)C2C=CC=CC=2)C=CC=CC=1.C1(P(C2C=CC=CC=2)C2C=CC=CC=2)C=CC=CC=1.O>[Cl:11][C:12]1[CH:17]=[CH:16][CH:15]=[CH:14][C:13]=1[C:9]1[CH:2]=[C:3]([CH:6]=[CH:7][C:8]=1[F:10])[CH:4]=[O:5] |f:2.3.4,7.8.9.10.11|. Reported procedure: To a solution of 2-bromo-4-fluorobenzaldehyde (2.0 g, 9.85 mmol) and 2-chlorophenylboronic acid (2.0 g, 12.1 mmol) in ethylene glycol dimethyl ether (20 mL) is added 2N sodium carbonate (19.7 mL) followed by tetrakis(triphenylphosphine) palladium (0) (573 mg, 0.50 mmol). The reaction is subsequently stirred at 80° C. for 4 hours under an argon atmosphere. Once complete, the reaction mixture is poured into CH2Cl2 and water is added. The organic layer is separated, dried over sodium sulfate and co... Reactants: CC1=C(SC(=C1)N1C(N(CC1)CCOC1=CC=CC=C1)=O)C(=O)O (3-methyl-5-(2-oxo-3-(2-phenoxyethyl)imidazolidin-1-yl)thiophene-2-carboxylic acid), FC1=CC=C(CN2C(N(CC2)C2=CC(=C(S2)C(=O)O)C)=O)C=C1 (5-(3-(4-fluorobenzyl)-2-oxoimidazolidin-1-yl)-3-methylthiophene-2-carboxylic acid), CS(=O)(=O)O.N1C(=CC2=CC=CC=C12)CN ((1H-indol-2-yl)methanamine methanesulfonate). The product is N1C(=CC2=CC=CC=C12)CNC(=O)C=1SC(=CC1C)N1C(N(CC1)CC1=CC=C(C=C1)F)=O (N-((1H-indol-2-yl)methyl)-5-(3-(4-fluorobenzyl)-2-oxoimidazolidin-1-yl)-3-methylthiophene-2-carboxamide). Isolated yield 75.0%. Reaction SMILES: CC1C=C(N2CCN(CCOC3C=CC=CC=3)C2=O)SC=1C(O)=O.[F:25][C:26]1[CH:47]=[CH:46][C:29]([CH2:30][N:31]2[CH2:35][CH2:34][N:33]([C:36]3[S:40][C:39]([C:41]([OH:43])=O)=[C:38]([CH3:44])[CH:37]=3)[C:32]2=[O:45])=[CH:28][CH:27]=1.CS(O)(=O)=O.[NH:53]1[C:61]2[C:56](=[CH:57][CH:58]=[CH:59][CH:60]=2)[CH:55]=[C:54]1[CH2:62][NH2:63]>>[NH:53]1[C:61]2[C:56](=[CH:57][CH:58]=[CH:59][CH:60]=2)[CH:55]=[C:54]1[CH2:62][NH:63][C:41]([C:39]1[S:40][C:36]([N:33]2[CH2:34][CH2:35][N:31]([CH2:30][C:29]3[CH:28]=[CH:27][C:26]([F:25])=[CH:47][CH:46]=3)[C:32]2=[O:45])=[CH:37][C:38]=1[CH3:44])=[O:43] |f:2.3|. Procedure: Following the procedures as described in Example 55, making variations as required to replace 3-methyl-5-(2-oxo-3-(2-phenoxyethyl)imidazolidin-1-yl)thiophene-2-carboxylic acid with 5-(3-(4-fluorobenzyl)-2-oxoimidazolidin-1-yl)-3-methylthiophene-2-carboxylic acid to react with (1H-indol-2-yl)methanamine methanesulfonate, the title compound was obtained as an off-white solid in 75% yield: 1H NMR (300 MHz, CDCl3) δ 9.18 (br s, 1H), 7.55 (d, J=7.8 Hz, 1H), 7.35 (d, J=7.8 Hz, 1H), 7.30-7.22 (m, 2H), ... Starting materials: [H-].[Na+] (Sodium hydride), NC1=C(C=NC=C1Cl)Cl (4-amino-3,5-dichloropyridine), [N+](=O)([O-])C1=CC=C(C=C1)OC(=O)C=1C2=C(C(=NC1)OC)OC(=C2)C(C)=O (2-Acetyl-7-methoxyfuro[2,3-c]pyridine-4-carboxylic acid 4-nitrophenyl ester). Run in CN(C=O)C (N,N-dimethylformamide). Run at time 45 minute. The product is ClC=1C=NC=C(C1NC(=O)C=1C2=C(C(=NC1)OC)OC(=C2)C(C)=O)Cl (2-Acetyl-7-methoxyfuro[2,3-c]pyridine4-carboxylic acid (3,5-dichloropyridin-4-yl)amide). The yield is 11.2%. Reaction SMILES: [NH2:1][C:2]1[C:7]([Cl:8])=[CH:6][N:5]=[CH:4][C:3]=1[Cl:9].[H-].[Na+].[N+](C1C=CC([O:21][C:22]([C:24]2[C:25]3[CH:34]=[C:33]([C:35](=[O:37])[CH3:36])[O:32][C:26]=3[C:27]([O:30][CH3:31])=[N:28][CH:29]=2)=O)=CC=1)([O-])=O>CN(C)C=O>[Cl:9][C:3]1[CH:4]=[N:5][CH:6]=[C:7]([Cl:8])[C:2]=1[NH:1][C:22]([C:24]1[C:25]2[CH:34]=[C:33]([C:35](=[O:37])[CH3:36])[O:32][C:26]=2[C:27]([O:30][CH3:31])=[N:28][CH:29]=1)=[O:21] |f:1.2|. Procedure details: A solution of 4-amino-3,5-dichloropyridine (57 mg) in dry N,N-dimethylformamide (10 ml) was stirred at room temperature under an atmosphere of dry nitrogen. Sodium hydride (21 mg) was added and stirring continued for 45 minutes. 2-Acetyl-7-methoxyfuro[2,3-c]pyridine-4-carboxylic acid 4-nitrophenyl ester (100 mg) was added and the resulting mixture stirred overnight. The solvent was removed in vacuo, the residue taken up in water (100 ml) and extracted with ethyl acetate (3×100 ml). The combined ... Reactants: CCc1cc(=O)c(C(=O)OC)c(CC)[nH]1, CO, [Na+], [OH-]. Product: CCc1cc(=O)c(C(=O)O)c(CC)[nH]1. As a reaction SMILES: [CH2:3]([CH3:4])[c:5]1[nH:6][c:7]([CH2:16][CH3:17])[cH:8][c:9](=[O:15])[c:10]1[C:11](=[O:12])[O:13][CH3:14].[CH3:18][OH:19].[Na+:2].[OH-:1]>>[CH2:3]([CH3:4])[c:5]1[nH:6][c:7]([CH2:16][CH3:17])[cH:8][c:9](=[O:15])[c:10]1[C:11](=[O:12])[OH:13]. Procedure details: (3-Bromo-7,8-dihydro-1,6-naphthyridin-6(5H)-yl)(4-fluorophenyl)methanone (150 mg, 0.4 mmol; prepared as described above), tributyl(vinyl)tin (185 mg, 0.6 mmol) and Pd(PPh3)4 (58 mg, 0.05 mmol) were combined in toluene (12 mL) and heated at 120° C. for 1 h. The reaction mixture was cooled to RT, filtered through celite, adsorbed onto silica gel, and eluted with CH2Cl2:MeOH (9:1) to give 104 mg (82%) of (4-fluorophenyl)(3-vinyl-7,8-dihydro-1,6-naphthyridin-6(5H)-yl)methanone. LC-MS (M+H)=283.1. Yield: 92.1%. The reagents and catalysts are C=1C=CC(=CC1)[P](C=2C=CC=CC2)(C=3C=CC=CC3)[Pd]([P](C=4C=CC=CC4)(C=5C=CC=CC5)C=6C=CC=CC6)([P](C=7C=CC=CC7)(C=8C=CC=CC8)C=9C=CC=CC9)[P](C=1C=CC=CC1)(C=1C=CC=CC1)C=1C=CC=CC1 (Pd(PPh3)4). Yields the product FC1=CC=C(C=C1)C(=O)N1CC=2C=C(C=NC2CC1)C=C ((4-fluorophenyl)(3-vinyl-7,8-dihydro-1,6-naphthyridin-6(5H)-yl)methanone). Reaction SMILES: Br[C:2]1[CH:3]=[N:4][C:5]2[CH2:6][CH2:7][N:8]([C:12]([C:14]3[CH:19]=[CH:18][C:17]([F:20])=[CH:16][CH:15]=3)=[O:13])[CH2:9][C:10]=2[CH:11]=1.[CH2:21]([Sn](CCCC)(CCCC)C=C)[CH2:22]CC>C1(C)C=CC=CC=1.C1C=CC([P]([Pd]([P](C2C=CC=CC=2)(C2C=CC=CC=2)C2C=CC=CC=2)([P](C2C=CC=CC=2)(C2C=CC=CC=2)C2C=CC=CC=2)[P](C2C=CC=CC=2)(C2C=CC=CC=2)C2C=CC=CC=2)(C2C=CC=CC=2)C2C=CC=CC=2)=CC=1>[F:20][C:17]1[CH:18]=[CH:19][C:14]([C:12]([N:8]2[CH2:7][CH2:6][C:5]3[N:4]=[CH:3][C:2]([CH:21]=[CH2:22])=[CH:11][C:10]=3[CH2:9]2)=[O:13])=[CH:15][CH:16]=1 |^1:46,48,67,86|. Run in C1(=CC=CC=C1)C (toluene). Conditions: temperature 120 celsius. Reactants: BrC=1C=NC=2CCN(CC2C1)C(=O)C1=CC=C(C=C1)F ((3-Bromo-7,8-dihydro-1,6-naphthyridin-6(5H)-yl)(4-fluorophenyl)methanone), C(CCC)[Sn](C=C)(CCCC)CCCC (tributyl(vinyl)tin). The product is COC1=C(C=C(C=C1)C=C)OC (1,2-Dimethoxy-4-ethenyl-benzene). Procedure details: To a stirred solution of n-butyllithium (4 mL, 2,5 M solution in hexane, 10 mmol) (Aldrich) in ether (30 mL) was added methyltriphenylphosphonium bromide (3.57 g, 10 mmol) (Aldrich) over a period of 5 min. The reaction mixture was stirred for 4 h at room temperature. To the resulting orange solution was added 3,4-dimethoxybenzaldehyde (1.82 g, 11 mmol) (Aldrich) dropwise. The solution became colorless, and a white precipitate separated. The mixture was then heated to reflux and immediately allow... Reaction SMILES: [CH2:1]([Li])CCC.[CH3:6][O:7][C:8]1[CH:9]=[C:10]([CH:13]=[CH:14][C:15]=1[O:16][CH3:17])[CH:11]=O>CCOCC.[Br-].C[P+](C1C=CC=CC=1)(C1C=CC=CC=1)C1C=CC=CC=1>[CH3:17][O:16][C:15]1[CH:14]=[CH:13][C:10]([CH:11]=[CH2:1])=[CH:9][C:8]=1[O:7][CH3:6] |f:3.4|. Reaction conditions: time 4 hour. Reactants: C(CCC)[Li] (n-butyllithium), COC=1C=C(C=O)C=CC1OC (3,4-dimethoxybenzaldehyde). Reagents/catalysts: [Br-].C[P+](C1=CC=CC=C1)(C1=CC=CC=C1)C1=CC=CC=C1 (methyltriphenylphosphonium bromide). Run in CCOCC (ether).